Dataset: the Open Reaction Database (ORD), a public repository of structured organic reaction records. Task: describe an organic reaction: reactants, conditions, products, and yield Reactants: FC(C(=O)O)(F)F (Trifluoroacetic acid), COCCOCCOCCOCCOCCOCCOCCN(C(=O)[C@@H]1CN(CCC1)C(=O)OC(C)(C)C)C ((S)-tert-butyl 3-(2,5,8,11,14,17,20-heptaoxadocosan-22-yl(methyl)carbamoyl)piperidine-1-carboxylate). Solvent: C(Cl)Cl (DCM). Conditions: time 30 minute. Yields the product C(=O)(C(F)(F)F)O (TFA), COCCOCCOCCOCCOCCOCCOCCN(C(=O)[C@@H]1CNCCC1)C ((S)—N-(2,5,8,11,14,17,20-heptaoxadocosan-22-yl)-N-methylpiperidine-3-carboxamide). As a reaction SMILES: [F:1][C:2]([F:7])([F:6])[C:3]([OH:5])=[O:4].[CH3:8][O:9][CH2:10][CH2:11][O:12][CH2:13][CH2:14][O:15][CH2:16][CH2:17][O:18][CH2:19][CH2:20][O:21][CH2:22][CH2:23][O:24][CH2:25][CH2:26][O:27][CH2:28][CH2:29][N:30]([CH3:46])[C:31]([C@H:33]1[CH2:38][CH2:37][CH2:36][N:35](C(OC(C)(C)C)=O)[CH2:34]1)=[O:32]>C(Cl)Cl>[C:3]([OH:5])([C:2]([F:7])([F:6])[F:1])=[O:4].[CH3:8][O:9][CH2:10][CH2:11][O:12][CH2:13][CH2:14][O:15][CH2:16][CH2:17][O:18][CH2:19][CH2:20][O:21][CH2:22][CH2:23][O:24][CH2:25][CH2:26][O:27][CH2:28][CH2:29][N:30]([CH3:46])[C:31]([C@H:33]1[CH2:38][CH2:37][CH2:36][NH:35][CH2:34]1)=[O:32]. Procedure: Trifluoroacetic acid (2 mL) was added to a solution of (S)-tert-butyl 3-(2,5,8,11,14,17,20-heptaoxadocosan-22-yl(methyl)carbamoyl)piperidine-1-carboxylate (720 mg) in DCM (2 mL) and stirred at RT for 30 minutes. The solvents were removed under vacuum to give a TFA salt of (S)—N-(2,5,8,11,14,17,20-heptaoxadocosan-22-yl)-N-methylpiperidine-3-carboxamide (760 mg). Reactants: ClC=1C=CC(=C(C(C2=CC=CC=C2)O)C1)CO (5-Chloro-2-hydroxymethyl-benzhydrol), CO (methanol), CN=C=O (methyl isocyanate), N1=CC=CC=C1 (pyridine). Yields the product CNC(=O)OC(C1=C(C=CC(=C1)Cl)COC(NC)=O)C1=CC=CC=C1 (5-Chloro-2-methylcarbamyloxymethyl-benzhydrol methylcarbamate). Reaction SMILES: [Cl:1][C:2]1[CH:3]=[CH:4][C:5]([CH2:16][OH:17])=[C:6]([CH:15]=1)[CH:7]([OH:14])[C:8]1[CH:13]=[CH:12][CH:11]=[CH:10][CH:9]=1.[CH3:18][N:19]=[C:20]=[O:21].[N:22]1[CH:27]=CC=C[CH:23]=1.C[OH:29]>>[CH3:18][NH:19][C:20]([O:14][CH:7]([C:8]1[CH:13]=[CH:12][CH:11]=[CH:10][CH:9]=1)[C:6]1[CH:15]=[C:2]([Cl:1])[CH:3]=[CH:4][C:5]=1[CH2:16][O:17][C:23](=[O:29])[NH:22][CH3:27])=[O:21]. Reported procedure: In a Parr bomb, 2 g. of the compound of Example 1 is heated for 7 hours at 80°-90° C. with 2 g. of methyl isocyanate and 6 ml. of pyridine. After cooling, the reaction mixture is boiled in methanol for 5 minutes and the solvent is distilled off. The crude residue is triturated with acidic water, and after decantation is dissolved in anhydrous ethyl ether. Concentration of the ether solution gives a product that after crystallization from diisopropyl ether melts at 128°-131° C. Yield 2 g. Starting materials: C1CCOC1, CC(=O)O, CC(C)C[AlH]CC(C)C, CO, CO, Nc1n[nH]c2ncnc(Nc3cccc(Cl)c3)c12, O=Cc1ccc(-c2nccs2)cc1. The product is Clc1cccc(Nc2ncnc3[nH]nc(NCc4ccc(-c5nccs5)cc4)c23)c1. Reaction SMILES: [CH2:47]1[O:48][CH2:49][CH2:50][CH2:51]1.[CH3:19][C:20](=[O:21])[OH:22].[CH3:36][CH:37]([CH2:38][AlH:39][CH2:40][CH:41]([CH3:42])[CH3:43])[CH3:44].[CH3:45][OH:46].[CH3:52][OH:53].[NH2:1][c:2]1[n:3][nH:4][c:5]2[n:6][cH:7][n:8][c:9]([NH:11][c:12]3[cH:13][c:14]([Cl:18])[cH:15][cH:16][cH:17]3)[c:10]12.[s:23]1[c:24](-[c:28]2[cH:29][cH:30][c:31]([CH:32]=[O:33])[cH:34][cH:35]2)[n:25][cH:26][cH:27]1>>[NH:1]([c:2]1[n:3][nH:4][c:5]2[n:6][cH:7][n:8][c:9]([NH:11][c:12]3[cH:13][c:14]([Cl:18])[cH:15][cH:16][cH:17]3)[c:10]12)[CH2:32][c:31]1[cH:30][cH:29][c:28](-[c:24]2[s:23][cH:27][cH:26][n:25]2)[cH:35][cH:34]1. Reactants: O=S1(N(CCC1)C1=CC(=C(C(=O)O)C=C1)C)=O (4-(1,1-dioxo-1λ6-isothiazolidin-2-yl)-2-methylbenzoic acid), C1(CC1)C=1C(=NC=C(C1)C1CC1)N1CCNCC1 (1-(3,5-dicyclopropylpyridin-2-yl)piperazine). The product is C1(CC1)C=1C(=NC=C(C1)C1CC1)N1CCN(CC1)C(=O)C1=C(C=C(C=C1)N1S(CCC1)(=O)=O)C ([4-(3,5-dicyclopropylpyridin-2-yl)piperazin-1-yl][4-(1,1-dioxo-1λ6-isothiazolidin-2-yl)-2-methylphenyl]methanone). Isolated yield 28.5%. RXN SMILES: [O:1]=[S:2]1(=[O:17])[CH2:6][CH2:5][CH2:4][N:3]1[C:7]1[CH:15]=[CH:14][C:10]([C:11]([OH:13])=O)=[C:9]([CH3:16])[CH:8]=1.[CH:18]1([C:21]2[C:22]([N:30]3[CH2:35][CH2:34][NH:33][CH2:32][CH2:31]3)=[N:23][CH:24]=[C:25]([CH:27]3[CH2:29][CH2:28]3)[CH:26]=2)[CH2:20][CH2:19]1>>[CH:18]1([C:21]2[C:22]([N:30]3[CH2:31][CH2:32][N:33]([C:11]([C:10]4[CH:14]=[CH:15][C:7]([N:3]5[CH2:4][CH2:5][CH2:6][S:2]5(=[O:1])=[O:17])=[CH:8][C:9]=4[CH3:16])=[O:13])[CH2:34][CH2:35]3)=[N:23][CH:24]=[C:25]([CH:27]3[CH2:29][CH2:28]3)[CH:26]=2)[CH2:19][CH2:20]1. Procedure details: Using 4-(1,1-dioxo-1λ6-isothiazolidin-2-yl)-2-methylbenzoic acid (255 mg) described in Preparation Example 29 and 1-(3,5-dicyclopropylpyridin-2-yl)piperazine (243 mg) described in Preparation Example 88 and by the reaction and treatment in the same manner as in Example 87, the title compound (137 mg) was obtained.